This data is from the Open Reaction Database (ORD), a public repository of structured organic reaction records. The task is: describe an organic reaction: reactants, conditions, products, and yield Reactants: NC1=C(C=C(C=2N1C=C(N2)CC)C(=O)O)Cl (5-amino-6-chloro-2-ethylimidazo[1,2-a]pyridine-8-carboxylic acid), NCC1CCN(CC1)C(=O)OC(C)(C)C (tert-butyl 4-(aminomethyl)piperidine-1-carboxylate), CCOC(=O)OC(=O)OCC (DEPC), C(C)(C)N(CC)C(C)C (diisopropylethylamine). Run in CN(C=O)C (N,N-dimethylformamide). Product: NC1=C(C=C(C=2N1C=C(N2)CC)C(=O)NCC2CCN(CC2)C(=O)OC(C)(C)C)Cl (tert-butyl 4-({[(5-amino-6-chloro-2-ethylimidazo[1,2-a]pyridin-8-yl)carbonyl]amino}methyl)piperidine-1-carboxylate). Isolated yield 90.0%. As a reaction SMILES: [NH2:1][C:2]1[N:7]2[CH:8]=[C:9]([CH2:11][CH3:12])[N:10]=[C:6]2[C:5]([C:13]([OH:15])=O)=[CH:4][C:3]=1[Cl:16].[NH2:17][CH2:18][CH:19]1[CH2:24][CH2:23][N:22]([C:25]([O:27][C:28]([CH3:31])([CH3:30])[CH3:29])=[O:26])[CH2:21][CH2:20]1.CCOC(OC(OCC)=O)=O.C(N(C(C)C)CC)(C)C>CN(C)C=O>[NH2:1][C:2]1[N:7]2[CH:8]=[C:9]([CH2:11][CH3:12])[N:10]=[C:6]2[C:5]([C:13]([NH:17][CH2:18][CH:19]2[CH2:24][CH2:23][N:22]([C:25]([O:27][C:28]([CH3:31])([CH3:30])[CH3:29])=[O:26])[CH2:21][CH2:20]2)=[O:15])=[CH:4][C:3]=1[Cl:16]. Procedure details: A mixture of 5-amino-6-chloro-2-ethylimidazo[1,2-a]pyridine-8-carboxylic acid (Example 4, Step 2, 10.00 g, 41.72 mmol), tert-butyl 4-(aminomethyl)piperidine-1-carboxylate (J. Prugh, L. A. Birchenough and M. S. Egbertson, Synth. Commun., 1992, 22, 2357-60, 15.20 g, 70.93 mmol), DEPC (10.76 mL, 70.93 mmol) and diisopropylethylamine (18.17 mL, 104.4 mmol) in N,N-dimethylformamide (267 mL) was stirred at room temperature for 43 h. The solvent was removed by evaporation. The residue was basified with...